From a dataset of the Open Reaction Database (ORD), a public repository of structured organic reaction records. describe an organic reaction: reactants, conditions, products, and yield Starting materials: OCCC[C@@]1(CCN(C(O1)=O)[C@@H](C)C1=CC=C(C(=O)OC)C=C1)C1=CC=CC=C1 (methyl 4-((S)-1-((R)-6-(3-hydroxypropyl)-2-oxo-6-phenyl-1,3-oxazinan-3-yl)ethyl)benzoate), [BH4-].[Na+] (NaBH4), CO (methanol). Solvent: C1CCOC1 (THF). The product is OCC1=CC=C(C=C1)[C@H](C)N1C(O[C@](CC1)(C1=CC=CC=C1)CCCO)=O ((R)-3-((S)-1-(4-(hydroxymethyl)phenyl)ethyl)-6-(3-hydroxypropyl)-6-phenyl-1,3-oxazinan-2-one). The yield is 5.4%. As a reaction SMILES: [OH:1][CH2:2][CH2:3][CH2:4][C@@:5]1([C:24]2[CH:29]=[CH:28][CH:27]=[CH:26][CH:25]=2)[O:10][C:9](=[O:11])[N:8]([C@H:12]([C:14]2[CH:23]=[CH:22][C:17]([C:18](OC)=[O:19])=[CH:16][CH:15]=2)[CH3:13])[CH2:7][CH2:6]1.[BH4-].[Na+].CO>C1COCC1>[OH:19][CH2:18][C:17]1[CH:22]=[CH:23][C:14]([C@@H:12]([N:8]2[CH2:7][CH2:6][C@:5]([CH2:4][CH2:3][CH2:2][OH:1])([C:24]3[CH:25]=[CH:26][CH:27]=[CH:28][CH:29]=3)[O:10][C:9]2=[O:11])[CH3:13])=[CH:15][CH:16]=1 |f:1.2|. Procedure details: To a solution of methyl 4-((S)-1-((R)-6-(3-hydroxypropyl)-2-oxo-6-phenyl-1,3-oxazinan-3-yl)ethyl)benzoate (60 mg, 0.25 mmol) in THF (5 mL) was added NaBH4 (48 mg, 1.25 mmol). The mixture was heated to reflux for 15 minutes. Then methanol (3 mL) was added. The mixture was heated to reflux overnight. The reaction was quenched with water, and the solvent was removed. The aqueous layer was extracted with EtOAc for 3 times. The combined organic layer was washed with brine, dried over Na2SO4, and conc... The reactants are O[C@@H]1C[C@H]2CC[C@H]3[C@]4(CC[C@H](C(C)=O)[C@]4(CC[C@@H]3[C@]2(CC1)C)C)O (3β,14β-dihydroxy-5β-pregnane-20-one), C(O)(O)=O.NNC(=N)N (aminoguanidine hydrogencarbonate), Cl (hydrochloric acid). Run in O1CCOCC1 (dioxane), O (water). Reaction conditions: time 3 day. Product: N(C(=N)N)\N=C(/C)\[C@H]1CC[C@@]2([C@@H]3CC[C@@H]4C[C@H](CC[C@]4(C)[C@H]3CC[C@]12C)O)O ((E)-20-Guanidinoimino-5β-pregnane-3β,14β-diol). Yield: 34.3%. Reaction SMILES: [OH:1][C@H:2]1[CH2:21][CH2:20][C@@:19]2([CH3:22])[C@H:4]([CH2:5][CH2:6][C@@H:7]3[C@@H:18]2[CH2:17][CH2:16][C@@:15]2([CH3:23])[C@:8]3([OH:24])[CH2:9][CH2:10][C@@H:11]2[C:12](=O)[CH3:13])[CH2:3]1.C(=O)(O)O.[NH2:29][NH:30][C:31]([NH2:33])=[NH:32].Cl>O1CCOCC1.O>[NH:30](/[N:29]=[C:12](/[C@@H:11]1[C@:15]2([CH3:23])[C@@:8]([OH:24])([C@H:7]3[C@H:18]([CH2:17][CH2:16]2)[C@:19]2([CH3:22])[C@@H:4]([CH2:3][C@@H:2]([OH:1])[CH2:21][CH2:20]2)[CH2:5][CH2:6]3)[CH2:9][CH2:10]1)\[CH3:13])[C:31]([NH2:33])=[NH:32] |f:1.2|. Reported procedure: A mixture of 1.00 g of 3β,14β-dihydroxy-5β-pregnane-20-one (Templeton J. F. et al., J. Chem. Soc., Perkin Trans. 1, 1991, 823), 1.20 g of aminoguanidine hydrogencarbonate in 40 ml of dioxane and 10 ml of water acidified at pH 2.5 with 0.01M hydrochloric acid was stirred at room temperature for 3 days. The precipitate was collected by filtration and purified by flash-chromatography (SiO2) using chloroform/methanol/28% ammonium hydroxide 78/20/2; the fractions containing the title compound were co... Reactants: CS(=O)(=O)Nc1cc(Br)cnc1Cl, CS(C)=O, CC(=O)[O-], CC(=O)[O-], CC(=O)Nc1cn2nc(Cl)ccc2n1, [K+], [Na+], [Na+], [Na+], O=C([O-])[O-], O. Product: CC(=O)Nc1cn2nc(-c3cnc(Cl)c(NS(C)(=O)=O)c3)ccc2n1. As a reaction SMILES: [Br:24][c:25]1[cH:26][c:27]([NH:32][S:33](=[O:34])(=[O:35])[CH3:36])[c:28]([Cl:31])[n:29][cH:30]1.[CH3:15][S:16]([CH3:17])=[O:18].[CH3:20][C:21](=[O:22])[O-:23].[CH3:44][C:45](=[O:46])[O-:47].[Cl:1][c:2]1[cH:3][cH:4][c:5]2[n:6]([n:7]1)[cH:8][c:9]([NH:11][C:12]([CH3:13])=[O:14])[n:10]2.[K+:19].[Na+:37].[Na+:38].[Na+:43].[O-:39][C:40](=[O:41])[O-:42].[OH2:48]>>[c:2]1(-[c:25]2[cH:26][c:27]([NH:32][S:33](=[O:34])(=[O:35])[CH3:36])[c:28]([Cl:31])[n:29][cH:30]2)[cH:3][cH:4][c:5]2[n:6]([n:7]1)[cH:8][c:9]([NH:11][C:12]([CH3:13])=[O:14])[n:10]2. The reactants are C=C1CCC(O)(c2cccc(C(C)(C)C)c2)CC1, CCOC(C)=O, CCOCC, [Cl-], C[Si](C)(C)N=[N+]=[N-], [NH4+]. Product: C=C1CCC(N=[N+]=[N-])(c2cccc(C(C)(C)C)c2)CC1. As a reaction SMILES: [C:1]([CH3:2])([CH3:3])([CH3:4])[c:5]1[cH:6][c:7]([C:11]2([OH:18])[CH2:12][CH2:13][C:14](=[CH2:17])[CH2:15][CH2:16]2)[cH:8][cH:9][cH:10]1.[CH3:26][CH2:27][O:28][C:29](=[O:30])[CH3:31].[CH3:32][CH2:33][O:34][CH2:35][CH3:36].[Cl-:37].[N:19](=[N+:20]=[N-:21])[Si:22]([CH3:23])([CH3:24])[CH3:25].[NH4+:38]>>[C:1]([CH3:2])([CH3:3])([CH3:4])[c:5]1[cH:6][c:7]([C:11]2([N:19]=[N+:20]=[N-:21])[CH2:12][CH2:13][C:14](=[CH2:17])[CH2:15][CH2:16]2)[cH:8][cH:9][cH:10]1. Reactants: CC(=O)OCC1OC(OC(C)=O)C(OC(C)=O)C(OCc2ccccc2)C1OC(C)=O, CO. Yields the product CC(=O)OCC1OC(OC(C)=O)C(OC(C)=O)C(O)C1OC(C)=O. RXN SMILES: [C:1]([CH3:2])(=[O:3])[O:4][CH:5]1[CH:6]([O:7][C:8]([CH3:9])=[O:10])[CH:11]([O:12][CH2:13][c:14]2[cH:15][cH:16][cH:17][cH:18][cH:19]2)[CH:20]([O:21][C:22]([CH3:23])=[O:24])[CH:25]([CH2:27][O:28][C:29]([CH3:30])=[O:31])[O:26]1.[CH3:32][OH:33]>>[C:1]([CH3:2])(=[O:3])[O:4][CH:5]1[CH:6]([O:7][C:8]([CH3:9])=[O:10])[CH:11]([OH:12])[CH:20]([O:21][C:22]([CH3:23])=[O:24])[CH:25]([CH2:27][O:28][C:29]([CH3:30])=[O:31])[O:26]1. The reactants are [Br-], CN(Cc1ccccc1)C(=O)CCC(=O)N1CCCC1C=O, C1CCOC1, [Cl-], [NH4+], [Mg+]c1ccccc1. Product: CN(Cc1ccccc1)C(=O)CCC(=O)N1CCCC1C(O)c1ccccc1. As a reaction SMILES: [Br-:23].[CH2:1]([c:2]1[cH:3][cH:4][cH:5][cH:6][cH:7]1)[N:8]([C:9](=[O:10])[CH2:11][CH2:12][C:13](=[O:14])[N:15]1[CH:16]([CH:20]=[O:21])[CH2:17][CH2:18][CH2:19]1)[CH3:22].[CH2:33]1[O:34][CH2:35][CH2:36][CH2:37]1.[Cl-:31].[NH4+:32].[c:24]1([Mg+:30])[cH:25][cH:26][cH:27][cH:28][cH:29]1>>[CH2:1]([c:2]1[cH:3][cH:4][cH:5][cH:6][cH:7]1)[N:8]([C:9](=[O:10])[CH2:11][CH2:12][C:13](=[O:14])[N:15]1[CH:16]([CH:20]([OH:21])[c:24]2[cH:25][cH:26][cH:27][cH:28][cH:29]2)[CH2:17][CH2:18][CH2:19]1)[CH3:22].